From a dataset of the Open Reaction Database (ORD), a public repository of structured organic reaction records. describe an organic reaction: reactants, conditions, products, and yield The reactants are CN1CCN(C(=O)Cc2ccc([N+](=O)[O-])cc2)CC1, CCO, [H][H]. Product: CN1CCN(C(=O)Cc2ccc(N)cc2)CC1. As a reaction SMILES: [CH3:1][N:2]1[CH2:3][CH2:4][N:5]([C:8]([CH2:9][c:10]2[cH:11][cH:12][c:13]([N+:16]([O-:17])=[O:18])[cH:14][cH:15]2)=[O:19])[CH2:6][CH2:7]1.[CH3:22][CH2:23][OH:24].[H:20][H:21]>>[CH3:1][N:2]1[CH2:3][CH2:4][N:5]([C:8]([CH2:9][c:10]2[cH:11][cH:12][c:13]([NH2:16])[cH:14][cH:15]2)=[O:19])[CH2:6][CH2:7]1. Starting materials: [N+](=O)([O-])C=1C=C(C(=O)Cl)C=C(C1)[N+](=O)[O-] (3,5-dinitrobenzoyl chloride), C(CCCCCCCCCCCCCCC)O (hexadecyl alcohol). Procedure: Using 3,5-dinitrobenzoyl chloride (60.6 g, 263.0 mmol) and hexadecyl alcohol (63.9 g, 263.9 mmol), n-hexadecyl-3,5-dinitrobenzoate was obtained (103.2 g, yield: 90%) in the same manner as in Example 1. The product is C(CCCCCCCCCCCCCCC)OC(C1=CC(=CC(=C1)[N+](=O)[O-])[N+](=O)[O-])=O (n-hexadecyl-3,5-dinitrobenzoate). RXN SMILES: [N+:1]([C:4]1[CH:5]=[C:6]([CH:10]=[C:11]([N+:13]([O-:15])=[O:14])[CH:12]=1)[C:7](Cl)=[O:8])([O-:3])=[O:2].[CH2:16]([OH:32])[CH2:17][CH2:18][CH2:19][CH2:20][CH2:21][CH2:22][CH2:23][CH2:24][CH2:25][CH2:26][CH2:27][CH2:28][CH2:29][CH2:30][CH3:31]>>[CH2:16]([O:32][C:7](=[O:8])[C:6]1[CH:5]=[C:4]([N+:1]([O-:3])=[O:2])[CH:12]=[C:11]([N+:13]([O-:15])=[O:14])[CH:10]=1)[CH2:17][CH2:18][CH2:19][CH2:20][CH2:21][CH2:22][CH2:23][CH2:24][CH2:25][CH2:26][CH2:27][CH2:28][CH2:29][CH2:30][CH3:31]. Yield: 90.0%. Reactants: OCC(C(C(C(C(C(C(C(COC1=CC=C(C(=O)C2=CC=CC=C2)C=C1)(F)F)(F)F)(F)F)(F)F)(F)F)(F)F)(F)F)(F)F (4-(10-Hydroxy-2,2,3,3,4,4,5,5,6,6,7,7,8,8,9,9-hexadecafluorodecyloxy)benzophenone), [N+](=O)([O-])C1=C(C=CC(=C1)[N+](=O)[O-])Cl (2,4-dinitrochlorobenzene). Solvent: CN1CCCC1=O (NMP). The product is [N+](=O)([O-])C1=C(OCC(C(C(C(C(C(C(C(COC2=CC=C(C(=O)C3=CC=CC=C3)C=C2)(F)F)(F)F)(F)F)(F)F)(F)F)(F)F)(F)F)(F)F)C=CC(=C1)[N+](=O)[O-] (4-[10-(2,4-dinitrophenoxy)-2,2,3,3,4,4,5,5,6,6,7,7,8,8,9,9-hexadecafluorodecyloxy]benzophenone). As a reaction SMILES: [OH:1][CH2:2][C:3]([F:42])([F:41])[C:4]([F:40])([F:39])[C:5]([F:38])([F:37])[C:6]([F:36])([F:35])[C:7]([F:34])([F:33])[C:8]([F:32])([F:31])[C:9]([F:30])([F:29])[C:10]([F:28])([F:27])[CH2:11][O:12][C:13]1[CH:26]=[CH:25][C:16]([C:17]([C:19]2[CH:24]=[CH:23][CH:22]=[CH:21][CH:20]=2)=[O:18])=[CH:15][CH:14]=1.[N+:43]([C:46]1[CH:51]=[C:50]([N+:52]([O-:54])=[O:53])[CH:49]=[CH:48][C:47]=1Cl)([O-:45])=[O:44]>CN1C(=O)CCC1>[N+:43]([C:46]1[CH:51]=[C:50]([N+:52]([O-:54])=[O:53])[CH:49]=[CH:48][C:47]=1[O:1][CH2:2][C:3]([F:41])([F:42])[C:4]([F:39])([F:40])[C:5]([F:37])([F:38])[C:6]([F:35])([F:36])[C:7]([F:33])([F:34])[C:8]([F:31])([F:32])[C:9]([F:29])([F:30])[C:10]([F:28])([F:27])[CH2:11][O:12][C:13]1[CH:26]=[CH:25][C:16]([C:17]([C:19]2[CH:20]=[CH:21][CH:22]=[CH:23][CH:24]=2)=[O:18])=[CH:15][CH:14]=1)([O-:45])=[O:44]. Procedure: A solution of 4-(10-Hydroxy-2,2,3,3,4,4,5,5,6,6,7,7,8,8,9,9-hexadecafluorodecyloxy)benzophenone (6.42 g), 2,4-dinitrochlorobenzene (2.42 g) potassium carbonate (2.76 g) and NMP (15 mL) is heated to 75-80° C. for 24 hrs. The solution is further processed as described in Example 2 to give 4-[10-(2,4-dinitrophenoxy)-2,2,3,3,4,4,5,5,6,6,7,7,8,8,9,9-hexadecafluorodecyloxy]benzophenone. The reactants are N1N=CC=C1 (1H-pyrazole), C([O-])([O-])=O.[K+].[K+] (potassium carbonate), O=C1C(=NNC2=CC=CC=C12)C(=O)OCC (Ethyl 4-oxo-1,4-dihydrocinnoline-3-carboxylate). Solvent: CN(C=O)C (N,N-dimethylformamide). Reaction conditions: time 18 hour. Product: O=C1C(=NN(C2=CC=CC=C12)CC1=CC=C(C=C1)N1N=CC=C1)C(=O)OCC (ethyl 4-oxo-1-{[4-(1H-pyrazol-1-yl)phenyl]methyl}-1,4-dihydrocinnoline-3-carboxylate). Reaction SMILES: [O:1]=[C:2]1[C:11]2[C:6](=[CH:7][CH:8]=[CH:9][CH:10]=2)[NH:5][N:4]=[C:3]1[C:12]([O:14][CH2:15][CH3:16])=[O:13].[NH:17]1[CH:21]=[CH:20][CH:19]=[N:18]1.C(=O)([O-])[O-].[K+].[K+]>CN(C)C=O>[O:1]=[C:2]1[C:11]2[C:6](=[CH:7][CH:8]=[CH:9][CH:10]=2)[N:5]([CH2:2][C:11]2[CH:6]=[CH:7][C:8]([N:17]3[CH:21]=[CH:20][CH:19]=[N:18]3)=[CH:9][CH:10]=2)[N:4]=[C:3]1[C:12]([O:14][CH2:15][CH3:16])=[O:13] |f:2.3.4|. Procedure: Ethyl 4-oxo-1,4-dihydrocinnoline-3-carboxylate (427 mg, 1.96 mmol) was dissolved in degassed N,N-dimethylformamide (5 mL) and treated with 1-[4-bromomethyl)phenyl]-1H-pyrazole (510 mg, 2.15 mmol, 1.1 equiv) and potassium carbonate (325 mg, 2.35 mmol, 1.2 equiv). The mixture was stirred under nitrogen at ambient temperature for 18 hours and then partitioned between water and ethyl acetate. The combined organic extracts were washed with water and brine, dried over sodium sulfate, filtered and conc... The reactants are CCOC(=O)C(Cc1ccc(OCCNC(=O)c2ccc(-c3ccccc3)cc2)cc1)N(CC)CC, CO, [Na+], [OH-]. Yields the product CCN(CC)C(Cc1ccc(OCCNC(=O)c2ccc(-c3ccccc3)cc2)cc1)C(=O)O. Reaction SMILES: [CH2:1]([CH3:2])[N:3]([CH2:4][CH3:5])[CH:6]([C:7](=[O:8])[O:9][CH2:10][CH3:11])[CH2:12][c:13]1[cH:14][cH:15][c:16]([O:19][CH2:20][CH2:21][NH:22][C:23]([c:24]2[cH:25][cH:26][c:27](-[c:30]3[cH:31][cH:32][cH:33][cH:34][cH:35]3)[cH:28][cH:29]2)=[O:36])[cH:17][cH:18]1.[CH3:39][OH:40].[Na+:38].[OH-:37]>>[CH2:1]([CH3:2])[N:3]([CH2:4][CH3:5])[CH:6]([C:7](=[O:8])[OH:9])[CH2:12][c:13]1[cH:14][cH:15][c:16]([O:19][CH2:20][CH2:21][NH:22][C:23]([c:24]2[cH:25][cH:26][c:27](-[c:30]3[cH:31][cH:32][cH:33][cH:34][cH:35]3)[cH:28][cH:29]2)=[O:36])[cH:17][cH:18]1. Reactants: CC(=O)OC(C)(C)OC(=O)Oc1ccc([N+](=O)[O-])cc1, COc1ccc(CCN)cc1OC, CN(C)C=O, O. Product: COc1ccc(CCNC(=O)OC(C)(C)OC(C)=O)cc1OC. Reaction SMILES: [C:14]([O:15][C:16]([CH3:17])([CH3:18])[O:19][C:20]([CH3:21])=[O:22])([O:23][c:25]1[cH:26][cH:27][c:28]([N+:29]([O-:30])=[O:31])[cH:32][cH:33]1)=[O:24].[CH3:1][O:2][c:3]1[cH:4][c:5]([CH2:6][CH2:7][NH2:8])[cH:9][cH:10][c:11]1[O:12][CH3:13].[CH3:34][N:35]([CH3:36])[CH:37]=[O:38].[OH2:39]>>[CH3:1][O:2][c:3]1[cH:4][c:5]([CH2:6][CH2:7][NH:8][C:14]([O:15][C:16]([CH3:17])([CH3:18])[O:19][C:20]([CH3:21])=[O:22])=[O:23])[cH:9][cH:10][c:11]1[O:12][CH3:13]. Reactants: Cl (HCl), C(C)(C)(C)C=1C=C(OCC2(CC2)COC2=CC=C(C=C2)C(CC(=O)OC)C#CC)C=CC1 (methyl 3-{4-[1-(3-tert-butylphenoxymethyl)cyclopropylmethoxy]phenyl}hex-4-ynoate), O (water). Run in C1CCOC1.CO (THF MeOH). Conditions: time 45 minute. Yields the product C(C)(C)(C)C=1C=C(OCC2(CC2)COC2=CC=C(C=C2)C(CC(=O)O)C#CC)C=CC1 (3-{4-[1-(3-tert-Butylphenoxymethyl)cyclopropylmethoxy]phenyl}hex-4-ynoic acid). RXN SMILES: [C:1]([C:5]1[CH:6]=[C:7]([CH:30]=[CH:31][CH:32]=1)[O:8][CH2:9][C:10]1([CH2:13][O:14][C:15]2[CH:20]=[CH:19][C:18]([CH:21]([C:27]#[C:28][CH3:29])[CH2:22][C:23]([O:25]C)=[O:24])=[CH:17][CH:16]=2)[CH2:12][CH2:11]1)([CH3:4])([CH3:3])[CH3:2].Cl.O>C1COCC1.CO>[C:1]([C:5]1[CH:6]=[C:7]([CH:30]=[CH:31][CH:32]=1)[O:8][CH2:9][C:10]1([CH2:13][O:14][C:15]2[CH:16]=[CH:17][C:18]([CH:21]([C:27]#[C:28][CH3:29])[CH2:22][C:23]([OH:25])=[O:24])=[CH:19][CH:20]=2)[CH2:12][CH2:11]1)([CH3:4])([CH3:2])[CH3:3] |f:3.4|. Procedure: 410 mg of methyl 3-{4-[1-(3-tert-butylphenoxymethyl)cyclopropylmethoxy]phenyl}hex-4-ynoate were dissolved in a mixture of THF/MeOH/2N NaOH=1:1:1 (5 ml of each) and stirred at room temperature. After 45 min, the mixture was acidified to pH 1 by adding 4N HCl. 50 ml of water were added, the mixture was extracted three times with 50 ml each time of ethyl acetate. The combined organic phases were dried over MgSO4 and then concentrated under reduced pressure. The residue was purified by means of RP-H... Product: FC1=C(C=C2C=NNC2=C1)C=O (6-Fluoro-1H-indazole-5-carbaldehyde). Reported procedure: A slurry of 4.8 g (30 mmol) 6-fluoro-1H-indazole-5-carbonitrile [commercially available; preparation given in EP 1 510 516-A1 (production example 82)] in anhydrous toluene (150 ml) was cooled to −40° C. Under inert gas atmosphere, 48 ml (72 mmol) diisobutylaluminium hydride solution (1.5 M in toluene) were added over 30 min, and the resulting mixture was stirred at −40° C. for 3 h. Then, ethyl acetate (30 ml) was added, and the mixture was stirred for further 20 min at −40° C. followed by dropwi... Reaction SMILES: [F:1][C:2]1[CH:10]=[C:9]2[C:5]([CH:6]=[N:7][NH:8]2)=[CH:4][C:3]=1[C:11]#N.[H-].C([Al+]CC(C)C)C(C)C.C(OCC)(=[O:25])C.C(O)(=O)C(C(C(O)=O)O)O>C1(C)C=CC=CC=1>[F:1][C:2]1[CH:10]=[C:9]2[C:5]([CH:6]=[N:7][NH:8]2)=[CH:4][C:3]=1[CH:11]=[O:25] |f:1.2|. Starting materials: FC1=C(C=C2C=NNC2=C1)C#N (6-fluoro-1H-indazole-5-carbonitrile), C(C(O)C(O)C(=O)O)(=O)O (tartaric acid), [H-].C(C(C)C)[Al+]CC(C)C (diisobutylaluminium hydride), C(C)(=O)OCC (ethyl acetate). Solvent: C1(=CC=CC=C1)C (toluene). Conditions: temperature -40 celsius, time 3 hour. Starting materials: C1CNC=C(C=2NC=3C=CC=CC3C21)C(=O)OC(C)C (Iso-Propyl 1,2,3,6-Tetrahydroazepino[4,5-b]Indole-5-Carboxylate), C(C1=CC=CC=C1)(=O)Cl (benzoyl chloride). Product: C(C1=CC=CC=C1)(=O)N1C=C(C=2NC=3C=CC=CC3C2CC1)C(=O)OC(C)C (Iso-Propyl 3-Benzoyl-1,2,3,6-Tetrahydroazepino[4,5-b]Indole-5-Carboxylate). As a reaction SMILES: [CH2:1]1[C:14]2[C:13]3[CH:12]=[CH:11][CH:10]=[CH:9][C:8]=3[NH:7][C:6]=2[C:5]([C:15]([O:17][CH:18]([CH3:20])[CH3:19])=[O:16])=[CH:4][NH:3][CH2:2]1.[C:21](Cl)(=[O:28])[C:22]1[CH:27]=[CH:26][CH:25]=[CH:24][CH:23]=1>>[C:21]([N:3]1[CH2:2][CH2:1][C:14]2[C:13]3[CH:12]=[CH:11][CH:10]=[CH:9][C:8]=3[NH:7][C:6]=2[C:5]([C:15]([O:17][CH:18]([CH3:20])[CH3:19])=[O:16])=[CH:4]1)(=[O:28])[C:22]1[CH:27]=[CH:26][CH:25]=[CH:24][CH:23]=1. Procedure details: The title compound was prepared in a manner similar to that described in Example 2A by using iso-propyl 1,2,3,6-tetrahydroazepino[4,5-b]indole-5-carboxylate (Example 3) and benzoyl chloride; 1H-NMR (CDCl3): δ 10.48 (1H, br s), 7.98 (1H, s), 7.47 (2H, m), 7.41 (2H, m), 7.40 (2H, m), 7.30 (1H, m), 7.15 (1H, m), 6.99 (1H, m), 5.04 (1H, m), 4.15 (2H, t), 3.2 (2H, d), 1.10 (6H, d); MS (ES): 375 (MH+).